Task: describe an organic reaction: reactants, conditions, products, and yield. Dataset: the Open Reaction Database (ORD), a public repository of structured organic reaction records Starting materials: N-formyl, N[C@@H](CC(=O)O)C(=O)O (L-aspartic acid), C(=O)N (formamide), N[C@@H](CC(=O)O)C(=O)O (L-aspartic acid). The product is C(=O)N[C@@H](CC(=O)O)C(=O)O (N-Formyl-L-Aspartic Acid). As a reaction SMILES: [NH2:1][C@H:2]([C:7]([OH:9])=[O:8])[CH2:3][C:4]([OH:6])=[O:5].[CH:10](N)=[O:11]>>[CH:10]([NH:1][C@H:2]([C:7]([OH:9])=[O:8])[CH2:3][C:4]([OH:6])=[O:5])=[O:11]. Procedure details: Under a nitrogen atmosphere, a slurry of 2.7 gm (20 mmol) L-aspartic acid in 4.0 ml (100 mmol) formamide was heated at 95°-100° C. for 2 hours. Examination of the resulting homogeneous mixture by proton NMR showed that the L-aspartic acid had been completely converted to its N-formyl derivative.